This data is from the Open Reaction Database (ORD), a public repository of structured organic reaction records. The task is: describe an organic reaction: reactants, conditions, products, and yield Starting materials: ice, ClC1=CC(=C(C=C1OC)N1N=C(N(C1=O)C)C(F)F)F (1-(4-chloro-2-fluoro-5-methoxyphenyl)-3-difluoromethyl-4,5-dihydro-4-methyl-1,2,4-triazol-5(1H)-one), solution, B(Br)(Br)Br (boron tribromide), ice water, resultant mixture, ice. The solvent is C(Cl)Cl (methylene chloride), C(Cl)Cl (methylene chloride). Conditions: time 18 hour. The product is ClC1=CC(=C(C=C1O)N1N=C(N(C1=O)C)C(F)F)F (1-(4-chloro-2-fluoro-5-hydroxyphenyl)-3-difluoromethyl-4,5-dihydro-4-methyl-1,2,4-triazol-5(1H)-one). Yield: 85.1%. Reaction SMILES: [Cl:1][C:2]1[C:7]([O:8]C)=[CH:6][C:5]([N:10]2[C:14](=[O:15])[N:13]([CH3:16])[C:12]([CH:17]([F:19])[F:18])=[N:11]2)=[C:4]([F:20])[CH:3]=1.B(Br)(Br)Br>C(Cl)Cl>[Cl:1][C:2]1[C:7]([OH:8])=[CH:6][C:5]([N:10]2[C:14](=[O:15])[N:13]([CH3:16])[C:12]([CH:17]([F:18])[F:19])=[N:11]2)=[C:4]([F:20])[CH:3]=1. Reported procedure: To a stirred ice cold solution of 1.5 g (0.0048 mole) of 1-(4-chloro-2-fluoro-5-methoxyphenyl)-3-difluoromethyl-4,5-dihydro-4-methyl-1,2,4-triazol-5(1H)-one in 80 mL of methylene chloride was added dropwise 14.2 mL of a 1M solution of boron tribromide in methylene chloride. After complete addition the mixture was allowed to warm to room temperature and stir for approximately 18 hours. The mixture was poured into ice water and the resultant mixture stirred until the ice had melted. The organic ph...